Dataset: the Open Reaction Database (ORD), a public repository of structured organic reaction records. Task: describe an organic reaction: reactants, conditions, products, and yield The reactants are S(=O)(=O)(C1=CC=C(C)C=C1)Cl (Tosyl chloride), C(C)(C)(C)OC(=O)NCCCOC1=CC(=NC(=C1)CO)CO (4-(3-tert-butoxycarbonylamino-propoxy)-2,6-bis-(hydroxymethyl)-pyridine), [OH-].[K+] (potassium hydroxide). Run in ClCCl (dichloromethane), O (water). Conditions: time 1 hour. The product is C(C)(C)(C)OC(=O)NCCCOC1=CC(=NC(=C1)COS(=O)(=O)C1=CC=C(C)C=C1)COS(=O)(=O)C1=CC=C(C)C=C1 (4-(3-tert-butoxycarbonylamino-propoxy)-2,6-bis-(tosyloxymethyl)pyridine). Isolated yield 37.1%. Reaction SMILES: [C:1]([O:5][C:6]([NH:8][CH2:9][CH2:10][CH2:11][O:12][C:13]1[CH:18]=[C:17]([CH2:19][OH:20])[N:16]=[C:15]([CH2:21][OH:22])[CH:14]=1)=[O:7])([CH3:4])([CH3:3])[CH3:2].[OH-:23].[K+].[S:25](Cl)([C:28]1[CH:34]=[CH:33][C:31]([CH3:32])=[CH:30][CH:29]=1)(=[O:27])=[O:26]>ClCCl.O>[C:1]([O:5][C:6]([NH:8][CH2:9][CH2:10][CH2:11][O:12][C:13]1[CH:18]=[C:17]([CH2:19][O:20][S:25]([C:28]2[CH:34]=[CH:33][C:31]([CH3:32])=[CH:30][CH:29]=2)(=[O:27])=[O:26])[N:16]=[C:15]([CH2:21][O:22][S:25]([C:28]2[CH:34]=[CH:33][C:31]([CH3:32])=[CH:30][CH:29]=2)(=[O:26])=[O:23])[CH:14]=1)=[O:7])([CH3:4])([CH3:2])[CH3:3] |f:1.2|. Reported procedure: To a precooled (0° C.) solution of 4-(3-tert-butoxycarbonylamino-propoxy)-2,6-bis-(hydroxymethyl)-pyridine (76 mg) in dichloromethane (0.7 mL), was added a solution of potassium hydroxide (30 mg) in water (0.3 mL). Tosyl chloride (93.7 mg) was added, and the resulting heterogenous mixture was shaken vigorously for 1 h and then washed into separatory funnel using dichloromethane and water. The layers were separated, and the aqueous layer was extracted three times with dichloromethane. The combine... Starting materials: NCc1cccc(Br)c1, O=C([O-])[O-], CCOC(C)O, CCCCCC, CCN(C(C)C)C(C)C, CCOc1cc2ncc(C#N)c(Cl)c2cc1OCC, [K+], [K+], O. The product is CCOc1cc2ncc(C#N)c(NCc3cccc(Br)c3)c2cc1OCC. RXN SMILES: [Br:20][c:21]1[cH:22][c:23]([CH2:24][NH2:25])[cH:26][cH:27][cH:28]1.[C:44](=[O:45])([O-:46])[O-:47].[CH2:38]([O:39][CH:40]([OH:41])[CH3:42])[CH3:43].[CH3:51][CH2:52][CH2:53][CH2:54][CH2:55][CH3:56].[CH:29]([N:30]([CH:31]([CH3:32])[CH3:33])[CH2:34][CH3:35])([CH3:36])[CH3:37].[Cl:1][c:2]1[c:3]([C:18]#[N:19])[cH:4][n:5][c:6]2[cH:7][c:8]([O:15][CH2:16][CH3:17])[c:9]([O:12][CH2:13][CH3:14])[cH:10][c:11]12.[K+:48].[K+:49].[OH2:50]>>[c:2]1([NH:25][CH2:24][c:23]2[cH:22][c:21]([Br:20])[cH:28][cH:27][cH:26]2)[c:3]([C:18]#[N:19])[cH:4][n:5][c:6]2[cH:7][c:8]([O:15][CH2:16][CH3:17])[c:9]([O:12][CH2:13][CH3:14])[cH:10][c:11]12. The reactants are COC(=O)c1ccc2c(c1)NCC2C, COc1ccc(Cl)cc1S(=O)(=O)Cl. Yields the product COC(=O)c1ccc2c(c1)N(S(=O)(=O)c1cc(Cl)ccc1OC)CC2C. RXN SMILES: [CH3:1][O:2][C:3](=[O:4])[c:5]1[cH:6][cH:7][c:8]2[c:12]([cH:13]1)[NH:11][CH2:10][CH:9]2[CH3:14].[Cl:15][c:16]1[cH:17][cH:18][c:19]([O:26][CH3:27])[c:20]([S:22](=[O:23])(=[O:24])[Cl:25])[cH:21]1>>[CH3:1][O:2][C:3](=[O:4])[c:5]1[cH:6][cH:7][c:8]2[c:12]([cH:13]1)[N:11]([S:22]([c:20]1[c:19]([O:26][CH3:27])[cH:18][cH:17][c:16]([Cl:15])[cH:21]1)(=[O:23])=[O:24])[CH2:10][CH:9]2[CH3:14]. The reactants are OC1=C(C=NC2=CC=CC=C12)C(=O)OCC (ethyl 4-hydroxy-3-quinoline-carboxylate), C1(=CC=CC=C1)C (toluene), C(C(C)C)[Al](CC(C)C)CC(C)C (triisobutyl aluminum), 61.5, COC1=CC=C(C=C1)N (p-anisidine). The solvent is C(Cl)Cl (methylene chloride). Reaction conditions: time 6 hour. The product is OC1=C(C=NC2=CC=CC=C12)C(=O)NC1=CC=C(C=C1)OC (4-hydroxy-N-(4-methoxyphenyl)-3-quinoline-carboxamide). As a reaction SMILES: C1(C)C=CC=CC=1.C([Al](CC(C)C)CC(C)C)C(C)C.[CH3:21][O:22][C:23]1[CH:28]=[CH:27][C:26]([NH2:29])=[CH:25][CH:24]=1.[OH:30][C:31]1[C:40]2[C:35](=[CH:36][CH:37]=[CH:38][CH:39]=2)[N:34]=[CH:33][C:32]=1[C:41](OCC)=[O:42]>C(Cl)Cl>[OH:30][C:31]1[C:40]2[C:35](=[CH:36][CH:37]=[CH:38][CH:39]=2)[N:34]=[CH:33][C:32]=1[C:41]([NH:29][C:26]1[CH:27]=[CH:28][C:23]([O:22][CH3:21])=[CH:24][CH:25]=1)=[O:42]. Procedure details: 230 ml of a toluene solution of triisobutyl aluminum were added with stirring at 8°-10° C. over 30 minutes to a mixture of 61.5 gof p-anisidine in one liter of anhydrous methylene chloride and then 21.7 gof ethyl 4-hydroxy-3-quinoline-carboxylate [described in J.A.C.S., Vol. 68 (1946), p. 1264] were added to the mixture in small portions. The mixture was refluxed for 20 hours and was evaporated to dryness. The residue was taken up in a mixture of 500 g of ice and 500 ml of aqueous 6 N hydrochlor... Starting materials: [OH-].[K+] (KOH), N1C=NC2=C1C=C(C=C2)N2C(C(=C(C2C2=C(C(=CC=C2)F)F)CC)O)=O (1-(1H-Benzo[d]imidazol-6-yl)-4-ethyl-5-(2,3-difluorophenyl)-3-hydroxy-1H-pyrrol-2(5H)-one), CC1=CC=C(C=C1)S(=O)(=O)N(C)N=O (diazald), C(CO)O.CCOCC (ethylene glycol Et2O). The solvent is CO (MeOH). The product is N1C=NC2=C1C=C(C=C2)N2C(C(=C(C2C2=C(C(=CC=C2)F)F)CC)OC)=O (1-(1H-Benzo[d]imidazol-6-yl)-4-ethyl-5-(2,3-difluorophenyl)-3-methoxy-1H-pyrrol-2(5H)-one). RXN SMILES: [OH-].[K+].[CH3:3]C1C=CC(S(N(N=O)C)(=O)=O)=CC=1.C(O)CO.CCOCC.[NH:26]1[C:30]2[CH:31]=[C:32]([N:35]3[CH:39]([C:40]4[CH:45]=[CH:44][CH:43]=[C:42]([F:46])[C:41]=4[F:47])[C:38]([CH2:48][CH3:49])=[C:37]([OH:50])[C:36]3=[O:51])[CH:33]=[CH:34][C:29]=2[N:28]=[CH:27]1>CO>[NH:26]1[C:30]2[CH:31]=[C:32]([N:35]3[CH:39]([C:40]4[CH:45]=[CH:44][CH:43]=[C:42]([F:46])[C:41]=4[F:47])[C:38]([CH2:48][CH3:49])=[C:37]([O:50][CH3:3])[C:36]3=[O:51])[CH:33]=[CH:34][C:29]=2[N:28]=[CH:27]1 |f:0.1,3.4|. Procedure: The compound was synthesized starting from KOH (15 eq in water), diazald (9 eq), ethylene glycol/Et2O (1/5 v/v, 30 ml), 1-(1H-Benzo[d]imidazol-6-yl)-4-ethyl-5-(2,3-difluorophenyl)-3-hydroxy-1H-pyrrol-2(5H)-one (1.2 g, 2.81 mmol, 1 eq) and MeOH (10 ml), the product was further purified by preparative HPLC; yield: 0.085 g (8.2%); MS m/z: 370.1 [M+H]+; 1H-NMR: (400 MHz, DMSO-D6) δ: 1.01 (t, 3H), 1.94 (m, 1H), 2.39 (m, 1H), 3.96 (s, 3H), 6.24 (s, 1H), 7.12 (s, 1H), 7.55-7.26 (m, 3H), 7.67 (s, 1H), 8... The reactants are CCO, Cl, O=c1cnc(-c2ccc([N+](=O)[O-])cc2)c[nH]1, NN, O, O. The product is Nc1ccc(-c2c[nH]c(=O)cn2)cc1. As a reaction SMILES: [CH3:22][CH2:23][OH:24].[ClH:21].[N+:1]([O-:2])(=[O:3])[c:4]1[cH:5][cH:6][c:7](-[c:10]2[n:11][cH:12][c:13](=[O:16])[nH:14][cH:15]2)[cH:8][cH:9]1.[NH2:18][NH2:19].[OH2:17].[OH2:20]>>[NH2:1][c:4]1[cH:5][cH:6][c:7](-[c:10]2[n:11][cH:12][c:13](=[O:16])[nH:14][cH:15]2)[cH:8][cH:9]1. The reactants are COC1=CC=C(CN2C=CC=3C2=NC=C(C3)C3=CC(=CC=C3)CN3CCN(CC3)C)C=C1 (1-(4-methoxybenzyl)-5-(3-((4-methylpiperazin-1-yl)methyl)phenyl)-1H-pyrrolo[2,3-b]pyridine), FC(C(=O)O)(F)F (trifluoroacetic acid). The solvent is C(Cl)(Cl)Cl (CHCl3). Run at temperature 50 celsius. Yields the product CN1CCN(CC1)CC=1C=C(C=CC1)C=1C=C2C(=NC1)NC=C2 (5-(3-((4-methylpiperazin-1-yl)methyl)phenyl)-1H-pyrrolo[2,3-b]pyridine). RXN SMILES: COC1C=CC(C[N:8]2[C:12]3=[N:13][CH:14]=[C:15]([C:17]4[CH:22]=[CH:21][CH:20]=[C:19]([CH2:23][N:24]5[CH2:29][CH2:28][N:27]([CH3:30])[CH2:26][CH2:25]5)[CH:18]=4)[CH:16]=[C:11]3[CH:10]=[CH:9]2)=CC=1.FC(F)(F)C(O)=O>C(Cl)(Cl)Cl>[CH3:30][N:27]1[CH2:26][CH2:25][N:24]([CH2:23][C:19]2[CH:18]=[C:17]([C:15]3[CH:16]=[C:11]4[CH:10]=[CH:9][NH:8][C:12]4=[N:13][CH:14]=3)[CH:22]=[CH:21][CH:20]=2)[CH2:29][CH2:28]1. Procedure: To a stirred solution of 1-(4-methoxybenzyl)-5-(3-((4-methylpiperazin-1-yl)methyl)phenyl)-1H-pyrrolo[2,3-b]pyridine (151) (30 mg) in CHCl3 (8 mL) was added trifluoroacetic acid (5 mL) and heated at 50° C. for 12. After completion of the reaction the solvents were removed, diluted with cold water, pH was adjusted to 8 and the aqueous phase extracted with CHCl3 twice. The organic layer was washed with brine solution and dried over sodium sulphate and the solvent completely distilled off to get the... The reactants are BrCC1CC1, [K+], [K+], O=C([O-])[O-], CN(C)C=O, O, O=c1c(O)cn(-c2cccc(C(F)(F)F)c2)nc1-c1ccnn1-c1ccccc1. The product is O=c1c(OCC2CC2)cn(-c2cccc(C(F)(F)F)c2)nc1-c1ccnn1-c1ccccc1. Reaction SMILES: [Br:30][CH2:31][CH:32]1[CH2:33][CH2:34]1.[K+:35].[K+:36].[O-:37][C:38]([O-:39])=[O:40].[O:42]=[CH:43][N:44]([CH3:45])[CH3:46].[OH2:41].[OH:1][c:2]1[c:3](=[O:29])[c:4](-[c:18]2[cH:19][cH:20][n:21][n:22]2-[c:23]2[cH:24][cH:25][cH:26][cH:27][cH:28]2)[n:5][n:6](-[c:8]2[cH:9][c:10]([C:14]([F:15])([F:16])[F:17])[cH:11][cH:12][cH:13]2)[cH:7]1>>[O:1]([c:2]1[c:3](=[O:29])[c:4](-[c:18]2[cH:19][cH:20][n:21][n:22]2-[c:23]2[cH:24][cH:25][cH:26][cH:27][cH:28]2)[n:5][n:6](-[c:8]2[cH:9][c:10]([C:14]([F:15])([F:16])[F:17])[cH:11][cH:12][cH:13]2)[cH:7]1)[CH2:31][CH:32]1[CH2:33][CH2:34]1. The reactants are COc1ccc(C(OCC2CCC(n3cnc(N)nc3=O)O2)(c2ccccc2)c2ccc(OC)cc2)cc1, ClC(Cl)Cl. The product is Nc1ncn(C2CCC(CO)O2)c(=O)n1. Reaction SMILES: [CH3:1][O:2][c:3]1[cH:4][cH:5][c:6]([C:7]([c:8]2[cH:9][cH:10][cH:11][cH:12][cH:13]2)([c:14]2[cH:15][cH:16][c:17]([O:18][CH3:19])[cH:20][cH:21]2)[O:22][CH2:23][CH:24]2[CH2:25][CH2:26][CH:27]([n:29]3[c:30](=[O:31])[n:32][c:33]([NH2:34])[n:35][cH:36]3)[O:28]2)[cH:37][cH:38]1.[CH:39]([Cl:40])([Cl:41])[Cl:42]>>[OH:22][CH2:23][CH:24]1[CH2:25][CH2:26][CH:27]([n:29]2[c:30](=[O:31])[n:32][c:33]([NH2:34])[n:35][cH:36]2)[O:28]1.